Dataset: the Open Reaction Database (ORD), a public repository of structured organic reaction records. Task: describe an organic reaction: reactants, conditions, products, and yield The reactants are FC=1C(=NC=C(C1)C=1C=NN(C1)C)NNC(C(C)N1C(C=2C=CC=NC2C=C1)=O)=O (N′-(3-fluoro-5-(1-methyl-1H-pyrazol-4-yl)pyridin-2-yl)-2-(5-oxo-1,6-naphthyridin-6(5H)-yl)propanehydrazide), CCOC(=O)/N=N/C(=O)OCC (DEAD), C1(=CC=CC=C1)P(C1=CC=CC=C1)C1=CC=CC=C1 (triphenylphosphine), [Si](C)(C)(C)N=[N+]=[N-] (TMS-azide). Solvent: C1CCOC1 (THF). Conditions: time 1 hour. The product is FC=1C=2N(C=C(C1)C=1C=NN(C1)C)C(=NN2)C(C)N2C(C=1C=CC=NC1C=C2)=O (racemic 6-(1-(8-fluoro-6-(1-methyl-1H-pyrazol-4-yl)-[1,2,4]triazolo[4,3-a]pyridin-3-yl)ethyl)-1,6-naphthyridin-5(6H)-one). Isolated yield 57.5%. As a reaction SMILES: [F:1][C:2]1[C:3]([NH:14][NH:15][C:16](=O)[CH:17]([N:19]2[CH:28]=[CH:27][C:26]3[N:25]=[CH:24][CH:23]=[CH:22][C:21]=3[C:20]2=[O:29])[CH3:18])=[N:4][CH:5]=[C:6]([C:8]2[CH:9]=[N:10][N:11]([CH3:13])[CH:12]=2)[CH:7]=1.C1(P(C2C=CC=CC=2)C2C=CC=CC=2)C=CC=CC=1.[Si](N=[N+]=[N-])(C)(C)C.CCOC(/N=N/C(OCC)=O)=O>C1COCC1>[F:1][C:2]1[C:3]2[N:4]([C:16]([CH:17]([N:19]3[CH:28]=[CH:27][C:26]4[N:25]=[CH:24][CH:23]=[CH:22][C:21]=4[C:20]3=[O:29])[CH3:18])=[N:15][N:14]=2)[CH:5]=[C:6]([C:8]2[CH:9]=[N:10][N:11]([CH3:13])[CH:12]=2)[CH:7]=1. Procedure details: N′-(3-fluoro-5-(1-methyl-1H-pyrazol-4-yl)pyridin-2-yl)-2-(5-oxo-1,6-naphthyridin-6(5H)-yl)propanehydrazide (400 mg, 982 μmol) and triphenylphosphine (386 mg, 1.4 mmol) were taken up in THF (9.8 mL). TMS-azide (195 μl, 1.4 mmol) was added, followed by slow addition of DEAD (233 μl, 1.4 mmol) and the reaction was stirred at room temperature for 1 hr until complete. The reaction was concentrated and purified via MPLC with a gradient 100% DCM to 90% DCM/10% MeOH/1% NH4OH to yield racemic 6-(1-(8-flu... Reactants: FC1=C(C=O)C=CC(=C1I)C (2-fluoro-3-iodo-4-methylbenzaldehyde), NO (hydroxylamine). Reaction SMILES: [F:1][C:2]1[C:9]([I:10])=[C:8]([CH3:11])[CH:7]=[CH:6][C:3]=1[CH:4]=O.[NH2:12][OH:13]>C(O)C>[F:1][C:2]1[C:9]([I:10])=[C:8]([CH3:11])[CH:7]=[CH:6][C:3]=1/[CH:4]=[N:12]/[OH:13]. Yields the product FC1=C(/C=N/O)C=CC(=C1I)C ((E)-2-Fluoro-3-iodo-4-methylbenzaldehyde oxime). Run at time 3 hour. Procedure: A solution of 2-fluoro-3-iodo-4-methylbenzaldehyde (1.26 g, 4.77 mmol) in ethanol (5 mL) at RT was treated with hydroxylamine (5 mL) (50% wt. in water) and the reaction stirred for 3 h. The volatiles were removed and the residue was treated with water (5 mL), extracted with ethyl acetate (3×15 mL). The combined ethyl acetate layers were dried and concentrated. Purification on a 40 g ISCO column (eluted with 10-50% ethyl acetate in hexanes) provided the title compound as an off-white crystalline ... Solvent: C(C)O (ethanol). Starting materials: ClC=1C=C(C=CC1Cl)C1CNCC2=CC(=C(C=C12)F)C1=CC=C(C(=O)N)C=C1 (4-(4-(3,4-dichlorophenyl)-6-fluoro-1,2,3,4-tetrahydroisoquinolin-7-yl)benzamide), C([C@H](O)[C@@H](O)C(=O)O)(=O)O (L-tartaric acid). Run in C(C)#N (acetonitrile), O (water). Product: C(=O)(O)[C@H](O)[C@@H](O)C(=O)O.ClC=1C=C(C=CC1Cl)C1CNCC2=CC(=C(C=C12)F)C1=CC=C(C(=O)N)C=C1 (4-(4-(3,4-dichlorophenyl)-6-fluoro-1,2,3,4-tetrahydroisoquinolin-7-yl)benzamide, L-tartrate salt). Yield: 102.6%. RXN SMILES: [Cl:1][C:2]1[CH:3]=[C:4]([CH:9]2[C:18]3[C:13](=[CH:14][C:15]([C:20]4[CH:28]=[CH:27][C:23]([C:24]([NH2:26])=[O:25])=[CH:22][CH:21]=4)=[C:16]([F:19])[CH:17]=3)[CH2:12][NH:11][CH2:10]2)[CH:5]=[CH:6][C:7]=1[Cl:8].[C:29]([OH:38])(=[O:37])[C@@H:30]([C@H:32]([C:34]([OH:36])=[O:35])[OH:33])[OH:31]>C(#N)C.O>[C:34]([C@@H:32]([C@H:30]([C:29]([OH:38])=[O:37])[OH:31])[OH:33])([OH:36])=[O:35].[Cl:1][C:2]1[CH:3]=[C:4]([CH:9]2[C:18]3[C:13](=[CH:14][C:15]([C:20]4[CH:28]=[CH:27][C:23]([C:24]([NH2:26])=[O:25])=[CH:22][CH:21]=4)=[C:16]([F:19])[CH:17]=3)[CH2:12][NH:11][CH2:10]2)[CH:5]=[CH:6][C:7]=1[Cl:8] |f:4.5|. Procedure: To an ice-cold solution of bis-Boc protected 4-(4-(3,4-dichlorophenyl)-6-fluoro-2-methyl-1,2,3,4-tetrahydroisoquinolin-7-yl)benzamide (515 mg, 0.82 mmol) and N1,N1,N8,N8-tetramethylnaphthalene-1,8-diamine (527 mg, 2.46 mmol) in 1,2-dichloroethane (15 mL) was added 1-chlorethyl chloroformate (0.27 mL, 2.46 mmol) drop wise. The mixture was stirred for 15 minutes and then heated to 40° C. for 2 hours. The mixture was concentrated and filtered through a pad of silica gel (1:1:1 hexanes/ethyl acetate...